From a dataset of the Open Reaction Database (ORD), a public repository of structured organic reaction records. describe an organic reaction: reactants, conditions, products, and yield Starting materials: COC1=CC=C(CN2N=NC(=C2C(C2=C(C=C(C(=C2)OC)C)[N+](=O)[O-])=O)C(=O)OCC)C=C1 (ethyl 1-(4-methoxybenzyl )-5-(5-methoxy-4-methyl-2-nitrobenzoyl)-1,2, 3-triazole-4-carboxylate), [OH-].[Na+] (sodium hydroxide). Run in O1CCCC1 (tetrahydrofuran). The product is COC1=CC=C(CN2N=NC(=C2C(C2=C(C=C(C(=C2)OC)C)[N+](=O)[O-])=O)C(=O)O)C=C1 (1-(4-methoxybenzyl)-5-(5-methoxy-4-methyl-2-nitrobenzoyl )-1,2,3-triazole-4-carboxylic acid). Reaction SMILES: [CH3:1][O:2][C:3]1[CH:33]=[CH:32][C:6]([CH2:7][N:8]2[C:12]([C:13](=[O:26])[C:14]3[CH:19]=[C:18]([O:20][CH3:21])[C:17]([CH3:22])=[CH:16][C:15]=3[N+:23]([O-:25])=[O:24])=[C:11]([C:27]([O:29]CC)=[O:28])[N:10]=[N:9]2)=[CH:5][CH:4]=1.[OH-].[Na+]>O1CCCC1>[CH3:1][O:2][C:3]1[CH:4]=[CH:5][C:6]([CH2:7][N:8]2[C:12]([C:13](=[O:26])[C:14]3[CH:19]=[C:18]([O:20][CH3:21])[C:17]([CH3:22])=[CH:16][C:15]=3[N+:23]([O-:25])=[O:24])=[C:11]([C:27]([OH:29])=[O:28])[N:10]=[N:9]2)=[CH:32][CH:33]=1 |f:1.2|. Procedure: In the same manner as above, a solution of ethyl 1-(4-methoxybenzyl )-5-(5-methoxy-4-methyl-2-nitrobenzoyl)-1,2, 3-triazole-4-carboxylate (b-2) (288 mg, 0.638 mmole) in tetrahydrofuran (7 ml) was hydrolyzed with a 1N aqueous sodium hydroxide solution (1.3 ml) at room temperature for 4.5 hours to give 1-(4-methoxybenzyl)-5-(5-methoxy-4-methyl-2-nitrobenzoyl )-1,2,3-triazole-4-carboxylic acid (c-2': MP) (256 mg, 94%). Starting materials: B(F)(F)F.CCOCC (boron trifluoride etherate), diazonium salt, diazonium salt, C([O-])([O-])=O.[K+].[K+] (potassium carbonate), NC1=CC=2C3(C4=CC(=CC=C4C(C2C=C1)C3)Cl)C(=O)OC (methyl 2-amino-7-chloro-9,10-dihydro-9,10-methano-9-anthracenecarboxylate), C1=C(C=CC2=CC=CC=C12)O (beta-naphthol), diazonium salt, N(=O)OC(C)(C)C (t-butyl nitrite). The solvent is FC(C(=O)O)(F)F (trifluoroacetic acid), O (Water), C(Cl)Cl (methylene chloride), Cl (HCl). Conditions: temperature 0 celsius, time 10 minute. The product is ClC1=CC=2C3(C4=CC(=CC=C4C(C2C=C1)C3)O)C(=O)OC (Methyl 2-chloro-7-hydroxy-9,10-dihydro-9,10-methano-9-anthracenecarboxylate). Yield: 80.2%. RXN SMILES: B(F)(F)F.CC[O:7]CC.N[C:11]1[CH:24]=[CH:23][C:22]2[CH:21]3[CH2:25][C:14]([C:27]([O:29][CH3:30])=[O:28])([C:15]4[C:20]3=[CH:19][CH:18]=[C:17]([Cl:26])[CH:16]=4)[C:13]=2[CH:12]=1.N(OC(C)(C)C)=O.C(=O)([O-])[O-].[K+].[K+].C1C2C(=CC=CC=2)C=CC=1O>C(Cl)Cl.FC(F)(F)C(O)=O.Cl.O>[Cl:26][C:17]1[CH:18]=[CH:19][C:20]2[CH:21]3[CH2:25][C:14]([C:27]([O:29][CH3:30])=[O:28])([C:13]4[C:22]3=[CH:23][CH:24]=[C:11]([OH:7])[CH:12]=4)[C:15]=2[CH:16]=1 |f:0.1,4.5.6|. Reported procedure: To boron trifluoride etherate (0.413 mL, 3.36 mmol, 1.5 eq) cooled to -15° C. under nitrogen was added a solution of methyl 2-amino-7-chloro-9,10-dihydro-9,10-methano-9-anthracenecarboxylate (described in example 35c) (670 mg, 2.24 mmol) in methylene chloride (5 mL). This was followed by t-butyl nitrite (0.320 mL, 2.69 mmol, 1.2 eq) resulting in a precipitate and a dark blue-green solution color. After 10 min at -15° C., the reaction was warmed to 0° C. and stirred for additional 20 min The diaz... The reactants are OC1=C(C=C(/C=C/C(=O)OCC)C=C1)OC (ethyl (E)-4-hydroxy-3-methoxycinnamate), C(C)I (ethyl iodide). The product is C(C)OC1=C(C=C(/C=C/C(=O)OCC)C=C1)OC (Ethyl (E)-4-ethoxy-3-methoxycinnamate). Yield: 84.5%. RXN SMILES: [OH:1][C:2]1[CH:14]=[CH:13][C:5](/[CH:6]=[CH:7]/[C:8]([O:10][CH2:11][CH3:12])=[O:9])=[CH:4][C:3]=1[O:15][CH3:16].[CH2:17](I)[CH3:18]>>[CH2:17]([O:1][C:2]1[CH:14]=[CH:13][C:5](/[CH:6]=[CH:7]/[C:8]([O:10][CH2:11][CH3:12])=[O:9])=[CH:4][C:3]=1[O:15][CH3:16])[CH3:18]. Procedure details: Following a procedure similar to that described in Preparation 116, but using 5.83 g of ethyl (E)-4-hydroxy-3-methoxycinnamate and 5.61 g of ethyl iodide, 5.55 g of the title compound were obtained as a solid material. The reactants are [N+](=O)([O-])CC(=CCO)C (4-Nitro-3-methyl-2-butenol), CC(=O)C.OS(=O)(=O)O.O=[Cr](=O)=O (Jones reagent). The solvent is CC(=O)C (acetone). Reaction conditions: time 2 hour. The product is [N+](=O)([O-])CC(=CC(=O)O)C (4-Nitro-3-methyl-2-butenoic acid). RXN SMILES: [N+:1]([CH2:4][C:5]([CH3:9])=[CH:6][CH2:7][OH:8])([O-:3])=[O:2].CC(C)=[O:12].OS(O)(=O)=O.O=[Cr](=O)=O>CC(C)=O>[N+:1]([CH2:4][C:5]([CH3:9])=[CH:6][C:7]([OH:12])=[O:8])([O-:3])=[O:2] |f:1.2.3|. Procedure: A stirred solution of 0.1 Mol of 4-Nitro-3-methyl-2-butenol in acetone at 10°-15° was titrated with approximately 0.26 Mol of Jones reagent until the reaction mixture stayed dark orange colored. After 2 hours stirring at 10°-15° C. the mixture was decanted from the green chromium salts and the acetone removed. The residue was dissolved in ether and washed several times with saturated NaCl solution. After evaporation, the residue was crystallized from hot benzene and off-white crystals, mp 85°, w... Reactants: CC(=O)C.C(=O)=O (acetone dry ice), C(C1=CC=CC=C1)OC[C@H]([C@@H](C)O[Si](C)(C)C(C)(C)C)CN1C(N(C(C(=C1)C)=O)C(C1=CC=CC=C1)=O)=O ((2R,3R)-1-Benzyloxy-3-(tert-butyldimethylsiloxy)-2-((3-benzoyl-3,4-dihydro-5-methyl-2,4-dioxopyrimidin-1(2H)-yl)methyl)butane), B(Cl)(Cl)Cl (BCl3). The solvent is ClCCl (dichloromethane), ClCCl (dichloromethane). Run at time 6 hour. The product is CC=1C(NC(N(C1)C[C@H](CO)[C@@H](C)O)=O)=O ((2R,3R)-2-((3,4-Dihydro-5-methyl-2,4-dioxopyrimidin-1(2H)-yl)methyl)butane-1,3-diol). The yield is 70.7%. As a reaction SMILES: CC(C)=O.C(=O)=O.C([O:15][CH2:16][C@@H:17]([CH2:28][N:29]1[CH:34]=[C:33]([CH3:35])[C:32](=[O:36])[N:31](C(=O)C2C=CC=CC=2)[C:30]1=[O:45])[C@H:18]([O:20][Si](C(C)(C)C)(C)C)[CH3:19])C1C=CC=CC=1.B(Cl)(Cl)Cl>ClCCl>[CH3:35][C:33]1[C:32](=[O:36])[NH:31][C:30](=[O:45])[N:29]([CH2:28][C@@H:17]([C@H:18]([OH:20])[CH3:19])[CH2:16][OH:15])[CH:34]=1 |f:0.1|. Procedure: To a cold (−77° C., acetone/dry ice bath) solution of 5 (2.0 g, 3.72 mmol) in 100 ml of anhydrous dichloromethane was added (via syringe) 38 ml of 1M BCl3 in dichloromethane over 5 min. The reaction was stirred for 6 hrs until no more changes were observed by HPLC analysis and then quenched by adding a mixture of pyridine (26 ml) and methanol (54 ml) over 5 min. The reaction mixture was allowed to warm up to room temperature and concentrated. The resultant material was re-dissolved in methanol (... Starting materials: [H-].[Na+] (sodium hydride), C1CCC(C=2C3=CC=CC=C3NC12)C(=O)OCC1=CC=CC=C1 (benzyl 1,2,3,4-tetrahydrocarbazole-4-carboxylate). Solvent: CN(C=O)C (dimethylformamide). Conditions: time 2 hour. Product: C(C1=CC=CC=C1)(=O)N1C2=CC=CC=C2C=2C(CCCC12)C(=O)OCC1=CC=CC=C1 (Benzyl 9-benzoyl-1,2,3,4-tetrahydrocarbazole-4-carboxylate). RXN SMILES: [H-].[Na+].[CH2:3]1[C:15]2[NH:14][C:13]3[C:8](=[CH:9][CH:10]=[CH:11][CH:12]=3)[C:7]=2[CH:6]([C:16]([O:18][CH2:19][C:20]2[CH:25]=[CH:24][CH:23]=[CH:22][CH:21]=2)=[O:17])[CH2:5][CH2:4]1>CN(C)C=O>[C:16]([N:14]1[C:15]2[CH2:3][CH2:4][CH2:5][CH:6]([C:16]([O:18][CH2:19][C:20]3[CH:21]=[CH:22][CH:23]=[CH:24][CH:25]=3)=[O:17])[C:7]=2[C:8]2[C:13]1=[CH:12][CH:11]=[CH:10][CH:9]=2)(=[O:17])[C:6]1[CH:7]=[CH:15][CH:3]=[CH:4][CH:5]=1 |f:0.1|. Procedure details: To 0.85 g. sodium hydride in 150 ml. of dry dimethylformamide was added, portionwise, 9 g. of benzyl 1,2,3,4-tetrahydrocarbazole-4-carboxylate. The mixture was heated on a steam bath for 15 minutes, the heat was removed, 4 ml. benzoyl chloride was added dropwise to the still hot mixture and heating was resumed for two hours. The mixture, after standing overnight at room temperature, was poured into water containing 4 ml. glacial acetic acid and the resulting mixture was extracted with ether. The... Starting materials: N#Cc1ccc(F)cc1, CC1NCCC1C(C)(C)O. Yields the product CC1C(C(C)(C)O)CCN1c1ccc(C#N)cc1. RXN SMILES: [F:11][c:12]1[cH:13][cH:14][c:15]([C:16]#[N:17])[cH:18][cH:19]1.[OH:1][C:2]([CH3:3])([CH3:4])[CH:5]1[CH:6]([CH3:10])[NH:7][CH2:8][CH2:9]1>>[OH:1][C:2]([CH3:3])([CH3:4])[CH:5]1[CH:6]([CH3:10])[N:7]([c:12]2[cH:13][cH:14][c:15]([C:16]#[N:17])[cH:18][cH:19]2)[CH2:8][CH2:9]1. Reactants: N1=CC=C(C=C1)C (γ-picoline), ICCCCOC(C)=O (4-iodobutylacetate). The solvent is CCOCC (ether). Product: [I-].C(C)(=O)OCCCC[N+]1=CC=C(C=C1)C (1-(4-acetoxybutyl)-4-methyl-pyridinium iodide). RXN SMILES: [N:1]1[CH:6]=[CH:5][C:4]([CH3:7])=[CH:3][CH:2]=1.[I:8][CH2:9][CH2:10][CH2:11][CH2:12][O:13][C:14](=[O:16])[CH3:15]>CCOCC>[I-:8].[C:14]([O:13][CH2:12][CH2:11][CH2:10][CH2:9][N+:1]1[CH:6]=[CH:5][C:4]([CH3:7])=[CH:3][CH:2]=1)(=[O:16])[CH3:15] |f:3.4|. Procedure details: 10 mmol (0.93 g) γ-picoline and 10 mmol (2.42 g) 4-iodobutylacetate are heated 4 h at 120° C. and after cooling repeatedly stirred with ether, decanted a finally dried in vacuum. Starting materials: CC=1C2=C(SC1C(C=O)=O)C=CC=C2 (3-methyl-a-oxobenzo[b]thiophene-2-acetaldehyde), C(CN)N (ethylenediamine), O (water), [BH4-].[Na+] (sodium borohydride). Run in C(C)O (ethanol), O1CCOCC1 (dioxane), C(C)O (ethanol). Run at time 1 hour. Yields the product CC=1C2=C(SC1C1NCCNC1)C=CC=C2 (2-(3-methylbenzo[b]-thien-2-yl)piperazine). Reaction SMILES: [CH3:1][C:2]1[C:3]2[CH:14]=[CH:13][CH:12]=[CH:11][C:4]=2[S:5][C:6]=1[C:7](=O)[CH:8]=O.[CH2:15]([NH2:18])[CH2:16][NH2:17].[BH4-].[Na+].O>C(O)C.O1CCOCC1>[CH3:1][C:2]1[C:3]2[CH:14]=[CH:13][CH:12]=[CH:11][C:4]=2[S:5][C:6]=1[CH:7]1[CH2:8][NH:18][CH2:15][CH2:16][NH:17]1 |f:2.3|. Procedure details: A 5 g portion of the above aldehyde was dissolved in a mixture of 100 ml of ethanol and 10 ml of dioxane. To this mixture, in an ice bath was added a solution of 1.61 g of ethylenediamine in ethanol. The mixture was stirred for one hour at room temperature, recooled to 0°-5° C. and 2.04 g of sodium borohydride added. The mixture was stored at room temperature overnight, water was added and all the solvents were removed. The residue was extracted with dichloromethane, water washed, dried, filtere...